Task: describe an organic reaction: reactants, conditions, products, and yield. Dataset: the Open Reaction Database (ORD), a public repository of structured organic reaction records Starting materials: CC(O)CO, ClCCl, Cc1ccc(S(=O)(=O)Cl)cc1, c1ccncc1. Product: Cc1ccc(S(=O)(=O)OCC(C)O)cc1. As a reaction SMILES: [CH2:1]([CH:2]([CH3:3])[OH:4])[OH:5].[CH2:23]([Cl:24])[Cl:25].[c:12]1([CH3:22])[cH:13][cH:14][c:15]([S:18](=[O:19])(=[O:20])[Cl:21])[cH:16][cH:17]1.[cH:6]1[cH:7][cH:8][n:9][cH:10][cH:11]1>>[CH2:1]([CH:2]([CH3:3])[OH:4])[O:5][S:18]([c:15]1[cH:14][cH:13][c:12]([CH3:22])[cH:17][cH:16]1)(=[O:19])=[O:20]. Starting materials: C(C)(=O)C=1C=NN(C1C)C1=NC=CC=C1Cl (4-Acetyl-1-(3-chloro-2-pyridyl)-5-methylpyrazole), Cl.ClC=1C=C(C=CC1)N1N=CC=C1 (1-(3-chlorophenyl)pyrazole hydrochloride), p-formaldehyde. The product is Cl.ClC=1C=C(C=CC1)N1CCN(CC1)CC=CC=1C=NN(C1C)C1=NC=CC=C1Cl (3-[4-(3-Chlorophenyl)-1-piperazinyl]-1-[1-(3-chloro-2-pyridyl)-5-methyl-4-pyrazolyl]-1-propene Hydrochloride). Yield: 68.7%. RXN SMILES: [C:1]([C:4]1[CH:5]=[N:6][N:7]([C:10]2[C:15]([Cl:16])=[CH:14][CH:13]=[CH:12][N:11]=2)[C:8]=1[CH3:9])(=O)[CH3:2].Cl.[Cl:18][C:19]1[CH:20]=[C:21]([N:25]2[CH:29]=[CH:28]C=N2)[CH:22]=[CH:23][CH:24]=1>>[ClH:16].[Cl:18][C:19]1[CH:20]=[C:21]([N:25]2[CH2:29][CH2:28][N:7]([CH2:10][CH:2]=[CH:1][C:4]3[CH:5]=[N:6][N:7]([C:10]4[C:15]([Cl:16])=[CH:14][CH:13]=[CH:12][N:11]=4)[C:8]=3[CH3:9])[CH2:8][CH2:4]2)[CH:22]=[CH:23][CH:24]=1 |f:1.2,3.4|. Procedure details: 4-Acetyl-1-(3-chloro-2-pyridyl)-5-methylpyrazole (648 mg), 1-(3-chlorophenyl)pyrazole hydrochloride (641 mg), and p-formaldehyde (1.65 g) were reacted, and the product was worked up in the same manner as in Example 5-(4) to yield 439 mg of the title compound. Isolated yield 92.6%. Run at time 12 hour. Reaction SMILES: [S:1]1[CH:5]=[CH:4][C:3]2[CH:6]=[C:7]([CH2:10][OH:11])[CH:8]=[CH:9][C:2]1=2>C1C=CC=CC=1.O=[Mn]=O>[S:1]1[CH:5]=[CH:4][C:3]2[CH:6]=[C:7]([CH:10]=[O:11])[CH:8]=[CH:9][C:2]1=2. The reagents and catalysts are O=[Mn]=O (MnO2). The reactants are S1C2=C(C=C1)C=C(C=C2)CO (Benzo[b]thiophen-5-ylmethanol). Reported procedure: Benzo[b]thiophen-5-ylmethanol (311 mg, 1.89 mmol) was dissolved in anhydrous benzene (20 mL). MnO2 (1317 mg, 15.2 mmol) was added and the reaction was stirred for 12 h. The solution was filtered through celite and the filter cake was washed with ethyl acetate (50 mL). The filtrate was concentrated under vacuum to give the product (284 mg, 92%) as an off-white solid: 1H NMR (400 MHz, DMSO-d6) δ 10.09 (s, 1H), 8.46-8.45 (m, 1H), 8.21 (d, J=8.4 Hz, 1H), 7.94 (d, J=5.6 Hz, 1H), 7.81 (dd, J=8.4, 1.2 ... The solvent is C1=CC=CC=C1 (benzene). Product: S1C2=C(C=C1)C=C(C=C2)C=O (benzo[b]thiophene-5-carbaldehyde). Starting materials: C1(CCCCC1)N(C(CCCOC=1C=C2CN3C(=NC2=CC1)NC(C3=C)=O)=O)C (N-cyclohexyl-N-methyl-4-(2-oxo-3-methylene-1,2,3,5-tetrahydroimidazo-[2,1-b]quinazolin-7-yl)oxybutanamide), Cl (hydrogen chloride), C(C)OCC (Diethyl ether). Solvent: CO (methanol), CO (methanol). The product is Cl.C1(CCCCC1)N(C(CCCOC=1C=C2CN3C(=NC2=CC1)NC(C3=C)=O)=O)C (N-cyclohexyl-N-methyl-4-(2-oxo-3-methylene-1,2,3,5-tetrahydroimidazo[2,1-b]-quinazolin-7-yl)oxybutanamide hydrochloride). As a reaction SMILES: [ClH:1].[CH:2]1([N:8]([CH3:30])[C:9](=[O:29])[CH2:10][CH2:11][CH2:12][O:13][C:14]2[CH:15]=[C:16]3[C:21](=[CH:22][CH:23]=2)[N:20]=[C:19]2[NH:24][C:25](=[O:28])[C:26](=[CH2:27])[N:18]2[CH2:17]3)[CH2:7][CH2:6][CH2:5][CH2:4][CH2:3]1.C(OCC)C>CO>[ClH:1].[CH:2]1([N:8]([CH3:30])[C:9](=[O:29])[CH2:10][CH2:11][CH2:12][O:13][C:14]2[CH:15]=[C:16]3[C:21](=[CH:22][CH:23]=2)[N:20]=[C:19]2[NH:24][C:25](=[O:28])[C:26](=[CH2:27])[N:18]2[CH2:17]3)[CH2:7][CH2:6][CH2:5][CH2:4][CH2:3]1 |f:4.5|. Reported procedure: A two-fold stoichiometric excess of 3% hydrogen chloride in methanol is added to a solution of 1.0 g. of N-cyclohexyl-N-methyl-4-(2-oxo-3-methylene-1,2,3,5-tetrahydroimidazo-[2,1-b]quinazolin-7-yl)oxybutanamide in 20 ml methanol. Diethyl ether is added until precipitation is complete. The product is filtered, washed with ether, air dried and recrystallized to give N-cyclohexyl-N-methyl-4-(2-oxo-3-methylene-1,2,3,5-tetrahydroimidazo[2,1-b]-quinazolin-7-yl)oxybutanamide hydrochloride.